From a dataset of the Open Reaction Database (ORD), a public repository of structured organic reaction records. describe an organic reaction: reactants, conditions, products, and yield Starting materials: CCO, COC(=O)c1cc(Cl)nc(Cl)c1N, Cl, [K+], [OH-], O. Yields the product Nc1c(C(=O)O)cc(Cl)nc1Cl. RXN SMILES: [CH3:18][CH2:19][OH:20].[CH3:1][O:2][C:3]([c:4]1[c:5]([NH2:12])[c:6]([Cl:11])[n:7][c:8]([Cl:10])[cH:9]1)=[O:13].[ClH:17].[K+:16].[OH-:15].[OH2:14]>>[O:2]=[C:3]([c:4]1[c:5]([NH2:12])[c:6]([Cl:11])[n:7][c:8]([Cl:10])[cH:9]1)[OH:13].